From a dataset of the Open Reaction Database (ORD), a public repository of structured organic reaction records. describe an organic reaction: reactants, conditions, products, and yield Starting materials: C(C)OC(CC1=CC(=C(C=C1)OC)OC1=C(C=C(C=C1)Br)C=O)=O ([3-(4-bromo-2-formyl-phenoxy)-4-methoxy-phenyl]-acetic acid ethyl ester), C1[C@H]([C@H](C2=CC=CC=C21)N)O ((1S,2R)-(−)-cis-1-amino-2-indanol). The product is C(C)OC(CC1=CC(=C(C=C1)OC)OC1=C(C=C(C=C1)Br)CN[C@@H]1[C@@H](CC2=CC=CC=C12)O)=O ((3-{4-Bromo-2-[((1S,2R)-2-hydroxy-indan-1-ylamino)-methyl]-phenoxy}-4-methoxy-phenyl)-acetic acid ethyl ester). RXN SMILES: [CH2:1]([O:3][C:4](=[O:24])[CH2:5][C:6]1[CH:11]=[CH:10][C:9]([O:12][CH3:13])=[C:8]([O:14][C:15]2[CH:20]=[CH:19][C:18]([Br:21])=[CH:17][C:16]=2[CH:22]=O)[CH:7]=1)[CH3:2].[CH2:25]1[C:33]2[C:28](=[CH:29][CH:30]=[CH:31][CH:32]=2)[C@H:27]([NH2:34])[C@@H:26]1[OH:35]>>[CH2:1]([O:3][C:4](=[O:24])[CH2:5][C:6]1[CH:11]=[CH:10][C:9]([O:12][CH3:13])=[C:8]([O:14][C:15]2[CH:20]=[CH:19][C:18]([Br:21])=[CH:17][C:16]=2[CH2:22][NH:34][C@H:27]2[C:28]3[C:33](=[CH:32][CH:31]=[CH:30][CH:29]=3)[CH2:25][C@H:26]2[OH:35])[CH:7]=1)[CH3:2]. Procedure details: Prepared according to the procedure described in Example 45, Step 3, using the following starting materials: [3-(4-bromo-2-formyl-phenoxy)-4-methoxy-phenyl]-acetic acid ethyl ester and (1S,2R)-(−)-cis-1-amino-2-indanol. Starting materials: O=C(NCC1CCN(CC2(c3nnn(Cc4ccccc4)n3)CCCC2)CC1)N1C(=O)C2(CCCC2)c2ccccc21, CO, [OH-], [OH-], [Pd+2]. The product is O=C(NCC1CCN(CC2(c3nn[nH]n3)CCCC2)CC1)N1C(=O)C2(CCCC2)c2ccccc21. Reaction SMILES: [CH2:1]([c:2]1[cH:3][cH:4][cH:5][cH:6][cH:7]1)[n:8]1[n:9][c:10]([C:13]2([CH2:18][N:19]3[CH2:20][CH2:21][CH:22]([CH2:25][NH:26][C:27](=[O:28])[N:29]4[C:30](=[O:42])[C:31]5([CH2:32][CH2:33][CH2:34][CH2:35]5)[c:36]5[cH:37][cH:38][cH:39][cH:40][c:41]54)[CH2:23][CH2:24]3)[CH2:14][CH2:15][CH2:16][CH2:17]2)[n:11][n:12]1.[CH3:43][OH:44].[OH-:45].[OH-:47].[Pd+2:46]>>[n:8]1[n:9][c:10]([C:13]2([CH2:18][N:19]3[CH2:20][CH2:21][CH:22]([CH2:25][NH:26][C:27](=[O:28])[N:29]4[C:30](=[O:42])[C:31]5([CH2:32][CH2:33][CH2:34][CH2:35]5)[c:36]5[cH:37][cH:38][cH:39][cH:40][c:41]54)[CH2:23][CH2:24]3)[CH2:14][CH2:15][CH2:16][CH2:17]2)[n:11][nH:12]1. The reactants are COCCN(C)C(=O)N1CCN(Cc2cc3nc(Cl)nc(N4CCOCC4)c3s2)CC1, COc1ncc(B2OC(C)(C)C(C)(C)O2)c(OC)n1. Product: COCCN(C)C(=O)N1CCN(Cc2cc3nc(-c4cnc(OC)nc4OC)nc(N4CCOCC4)c3s2)CC1. Reaction SMILES: [CH3:1][O:2][CH2:3][CH2:4][N:5]([C:6](=[O:7])[N:8]1[CH2:9][CH2:10][N:11]([CH2:14][c:15]2[cH:16][c:17]3[n:18][c:19]([Cl:30])[n:20][c:21]([N:24]4[CH2:25][CH2:26][O:27][CH2:28][CH2:29]4)[c:22]3[s:23]2)[CH2:12][CH2:13]1)[CH3:31].[CH3:32][O:33][c:34]1[n:35][cH:36][c:37]([B:42]2[O:43][C:44]([CH3:45])([CH3:46])[C:47]([CH3:48])([CH3:49])[O:50]2)[c:38]([O:40][CH3:41])[n:39]1>>[CH3:1][O:2][CH2:3][CH2:4][N:5]([C:6](=[O:7])[N:8]1[CH2:9][CH2:10][N:11]([CH2:14][c:15]2[cH:16][c:17]3[n:18][c:19](-[c:37]4[cH:36][n:35][c:34]([O:33][CH3:32])[n:39][c:38]4[O:40][CH3:41])[n:20][c:21]([N:24]4[CH2:25][CH2:26][O:27][CH2:28][CH2:29]4)[c:22]3[s:23]2)[CH2:12][CH2:13]1)[CH3:31]. Starting materials: C(C)(C)(C)C1=CC(=NO1)NC(C(C)(SCC1CNCC1)C)=O (N-(5-tert-butyl-isoxazol-3-yl)-2-methyl-2-(pyrrolidin-3-ylmethylsulfanyl)-propionamide), C(C)(C)N(C(C)C)CC (N,N-diisopropylethylamine), CS(=O)(=O)Cl (methanesulfonyl chloride). Solvent: C1CCOC1 (THF). Reaction conditions: temperature 90 celsius. The product is C(C)(C)(C)C1=CC(=NO1)NC(C(C)(C)S(S(=O)(=O)C)CC1CNCC1)=O (N-(5-tert-butyl-isoxazol-3-yl)-2-(1-methanesulfonyl-pyrrolidin-3-ylmethylsulfanyl)-2-methyl-propionamide). The yield is 79.7%. RXN SMILES: [C:1]([C:5]1[O:9][N:8]=[C:7]([NH:10][C:11](=[O:22])[C:12]([CH3:21])([S:14][CH2:15][CH:16]2[CH2:20][CH2:19][NH:18][CH2:17]2)[CH3:13])[CH:6]=1)([CH3:4])([CH3:3])[CH3:2].C(N(CC)C(C)C)(C)C.[CH3:32][S:33](Cl)(=[O:35])=[O:34]>C1COCC1>[C:1]([C:5]1[O:9][N:8]=[C:7]([NH:10][C:11](=[O:22])[C:12]([SH:14]([CH2:15][CH:16]2[CH2:20][CH2:19][NH:18][CH2:17]2)[S:33]([CH3:32])(=[O:35])=[O:34])([CH3:13])[CH3:21])[CH:6]=1)([CH3:2])([CH3:3])[CH3:4]. Procedure: To a solution of 172 mg (0.52 mmol) of N-(5-tert-butyl-isoxazol-3-yl)-2-methyl-2-(pyrrolidin-3-ylmethylsulfanyl)-propionamide (prepared according to Method I, step 1) and 0.18 mL (1.04 mmol) of N,N-diisopropylethylamine in THF were added 0.16 mL (2.11 mmol) of methanesulfonyl chloride. The reaction was heated within a microwave to 90° C. for 0.5 h. The mixture was concentrated under reduced pressure. The residue was dissolved in DCM (5 mL) and washed with saturated aqueous NaHCO3 solution (5 mL)... Reactants: ClC=1C=C(C=CC1Cl)CC(=O)N1CCNC2CCCC(C12)N1CCCC1 (2-(3,4-Dichlorophenyl)-1-[(4aRS,8SR,8aRS)-8-(pyrrolidin-1-yl)-perhydroquinoxalin-1-yl]-ethan-1-one), C=O (Formalin), [BH3-]C#N.[Na+] (NaBH3CN), C(=O)([O-])[O-].[Na+].[Na+] (Na2CO3). Run in CO (MeOH), C(C)(=O)O (acetic acid), CO (MeOH). Reaction conditions: time 1.5 hour. Product: ClC=1C=C(C=CC1Cl)CC(=O)N1CCN(C2CCCC(C12)N1CCCC1)C (2-(3,4-dichlorophenyl)-1-[(4aRS,8SR,8aRS)-4-methyl-8-(pyrrolidin-1-yl)-perhydroquinoxalin-1-yl]ethan-1-one). RXN SMILES: C=O.[BH3-][C:4]#[N:5].[Na+].[Cl:7][C:8]1[CH:9]=[C:10]([CH2:15][C:16]([N:18]2[CH:27]3[CH:22]([CH2:23][CH2:24][CH2:25][CH:26]3[N:28]3[CH2:32][CH2:31][CH2:30][CH2:29]3)N[CH2:20][CH2:19]2)=[O:17])[CH:11]=[CH:12][C:13]=1[Cl:14].C([O-])([O-])=O.[Na+].[Na+]>CO.C(O)(=O)C>[Cl:7][C:8]1[CH:9]=[C:10]([CH2:15][C:16]([N:18]2[CH:27]3[CH:22]([CH2:23][CH2:24][CH2:25][CH:26]3[N:28]3[CH2:32][CH2:31][CH2:30][CH2:29]3)[N:5]([CH3:4])[CH2:20][CH2:19]2)=[O:17])[CH:11]=[CH:12][C:13]=1[Cl:14] |f:1.2,4.5.6|. Procedure: Formalin (37%, 223 mg, 2.7 mmol) was dissolved in 5 ml of MeOH and NaBH3CN (17.2 mg, 0.27 mmol) was added. The pH was adjusted to 5 with concentrated acetic acid. 2-(3,4-Dichlorophenyl)-1-[(4aRS,8SR,8aRS)-8-(pyrrolidin-1-yl)-perhydroquinoxalin-1-yl]-ethan-1-one (109 mg, 0.27 mmol), dissolved in MeOH (15 ml), was then added to the mixture and the mixture was stirred for 1.5 hours. After addition of saturated Na2CO3 solution (12 ml), the mixture was stirred at room temperature for 15 minutes. The ... The reactants are O=C([O-])[O-], CCOC(=O)CC(=O)OCC, CN(C)C=O, ClCCCl, [K+], [K+], O=C=O. Product: CCOC(=O)C1(C(=O)OCC)CC1. Reaction SMILES: [C:16](=[O:17])([O-:18])[O-:19].[C:1]([CH2:2][C:3](=[O:4])[O:5][CH2:6][CH3:7])(=[O:8])[O:9][CH2:10][CH3:11].[CH3:25][N:26]([CH3:27])[CH:28]=[O:29].[Cl:12][CH2:13][CH2:14][Cl:15].[K+:20].[K+:21].[O:22]=[C:23]=[O:24]>>[C:1]([C:2]1([C:3](=[O:4])[O:5][CH2:6][CH3:7])[CH2:13][CH2:14]1)(=[O:8])[O:9][CH2:10][CH3:11].